Dataset: the Open Reaction Database (ORD), a public repository of structured organic reaction records. Task: describe an organic reaction: reactants, conditions, products, and yield Starting materials: C(C)(C)(C)OC(=O)N1CCC(CC1)C1=CC=2C(=CN=C(C2)C2=CC=C(C=C2)S(=O)(=O)C)O1 (4-[5-(4-methanesulfonyl-phenyl)-furo[2,3-c]pyridin-2-yl]-piperidine-1-carboxylic acid tert-butyl ester), C(C)(=O)O (acetic acid). The reagents and catalysts are [Pd] (palladium on carbon). The solvent is CO (methanol). Reaction conditions: temperature 50 celsius. Yields the product C(C)(C)(C)OC(=O)N1CCC(CC1)C1CC=2C(=CN=C(C2)C2=CC=C(C=C2)S(=O)(=O)C)O1 (4-[5-(4-Methanesulfonyl-phenyl)-2,3-dihydro-furo[2,3-c]pyridin-2-yl]-piperidine-1-carboxylic acid tert-butyl ester). As a reaction SMILES: [C:1]([O:5][C:6]([N:8]1[CH2:13][CH2:12][CH:11]([C:14]2[O:32][C:17]3=[CH:18][N:19]=[C:20]([C:22]4[CH:27]=[CH:26][C:25]([S:28]([CH3:31])(=[O:30])=[O:29])=[CH:24][CH:23]=4)[CH:21]=[C:16]3[CH:15]=2)[CH2:10][CH2:9]1)=[O:7])([CH3:4])([CH3:3])[CH3:2].C(O)(=O)C>[Pd].CO>[C:1]([O:5][C:6]([N:8]1[CH2:9][CH2:10][CH:11]([CH:14]2[O:32][C:17]3=[CH:18][N:19]=[C:20]([C:22]4[CH:23]=[CH:24][C:25]([S:28]([CH3:31])(=[O:29])=[O:30])=[CH:26][CH:27]=4)[CH:21]=[C:16]3[CH2:15]2)[CH2:12][CH2:13]1)=[O:7])([CH3:4])([CH3:3])[CH3:2]. Procedure: A mixture of 4-[5-(4-methanesulfonyl-phenyl)-furo[2,3-c]pyridin-2-yl]-piperidine-1-carboxylic acid tert-butyl ester (155 mg), acetic acid (4.0 mL) and 10% palladium on carbon (40 mg) in methanol (10 mL) is shaken under an hydrogen atmosphere (5 bar) at 50° C. The catalyst is filtered off and the filtrate is concentrated in vacuo to give the title compound. LC (method 5): tR=1.32 min; Mass spectrum (ESI+): m/z=459 [M+H]+. Starting materials: BrC1=C(OC2=C1C=C(C=C2)OC)C(C2CCCCC2)NC2=CC=C(C=C2)C(=O)NCCC(=O)OCC (ethyl 3-{[(4-{[(3-bromo-5-methoxy-1-benzofuran-2-yl)(cyclohexyl)methyl]amino}phenyl)carbonyl]amino}propanoate), O1CCCC1 (tetrahydrofuran), [OH-].[Na+] (sodium hydroxide). The solvent is C(C)O (ethanol). Reaction conditions: time 2.5 hour. The product is BrC1=C(OC2=C1C=C(C=C2)OC)C(C2CCCCC2)NC2=CC=C(C=C2)C(=O)NCCC(=O)O (3-{[(4-{[(3-bromo-5-methoxy-1-benzofuran-2-yl)(cyclohexyl)methyl]amino}phenyl)carbonyl]amino}propanoic acid). The yield is 91.2%. RXN SMILES: [Br:1][C:2]1[C:6]2[CH:7]=[C:8]([O:11][CH3:12])[CH:9]=[CH:10][C:5]=2[O:4][C:3]=1[CH:13]([NH:20][C:21]1[CH:26]=[CH:25][C:24]([C:27]([NH:29][CH2:30][CH2:31][C:32]([O:34]CC)=[O:33])=[O:28])=[CH:23][CH:22]=1)[CH:14]1[CH2:19][CH2:18][CH2:17][CH2:16][CH2:15]1.O1CCCC1.[OH-].[Na+]>C(O)C>[Br:1][C:2]1[C:6]2[CH:7]=[C:8]([O:11][CH3:12])[CH:9]=[CH:10][C:5]=2[O:4][C:3]=1[CH:13]([NH:20][C:21]1[CH:22]=[CH:23][C:24]([C:27]([NH:29][CH2:30][CH2:31][C:32]([OH:34])=[O:33])=[O:28])=[CH:25][CH:26]=1)[CH:14]1[CH2:19][CH2:18][CH2:17][CH2:16][CH2:15]1 |f:2.3|. Procedure: To a mixture of ethyl 3-{[(4-{[(3-bromo-5-methoxy-1-benzofuran-2-yl)(cyclohexyl)methyl]amino}phenyl)carbonyl]amino}propanoate (134 mg) synthesized above, tetrahydrofuran (5 mL) and ethanol (5 mL) was added 1N aqueous sodium hydroxide solution (1.00 mL), and the mixture was stirred at room temperature for 2.5 hr, and concentrated under reduced pressure. The residue was dissolved in water (10 mL), and 1N hydrochloric acid (1.00 mL) was added at 0° C. The resulting precipitate was collected by filt...